This data is from the Open Reaction Database (ORD), a public repository of structured organic reaction records. The task is: describe an organic reaction: reactants, conditions, products, and yield Starting materials: FC=1C=C(C=C(C1C=O)F)B(O)O ((3,5-difluoro-4-formylphenyl)boronic acid), ClC1=NC(=NC(=C1)C)N (4-chloro-6-methyl-2-pyrimidinamine), C(=O)(O)[O-].[Na+] (NaHCO3). Reagents/catalysts: C=1C=CC(=CC1)[P](C=2C=CC=CC2)(C=3C=CC=CC3)[Pd]([P](C=4C=CC=CC4)(C=5C=CC=CC5)C=6C=CC=CC6)([P](C=7C=CC=CC7)(C=8C=CC=CC8)C=9C=CC=CC9)[P](C=1C=CC=CC1)(C=1C=CC=CC1)C=1C=CC=CC1 (Pd(Ph3P)4). Run in O1CCOCC1 (1,4-dioxane). Run at temperature 100 celsius, time 8 hour. Yields the product NC1=NC(=CC(=N1)C1=CC(=C(C=O)C(=C1)F)F)C (4-(2-Amino-6-methyl-4-pyrimidinyl)-2,6-difluorobenzaldehyde). Yield: 35.8%. As a reaction SMILES: [F:1][C:2]1[CH:3]=[C:4](B(O)O)[CH:5]=[C:6]([F:10])[C:7]=1[CH:8]=[O:9].Cl[C:15]1[CH:20]=[C:19]([CH3:21])[N:18]=[C:17]([NH2:22])[N:16]=1.C([O-])(O)=O.[Na+]>C1C=CC([P]([Pd]([P](C2C=CC=CC=2)(C2C=CC=CC=2)C2C=CC=CC=2)([P](C2C=CC=CC=2)(C2C=CC=CC=2)C2C=CC=CC=2)[P](C2C=CC=CC=2)(C2C=CC=CC=2)C2C=CC=CC=2)(C2C=CC=CC=2)C2C=CC=CC=2)=CC=1.O1CCOCC1>[NH2:22][C:17]1[N:16]=[C:15]([C:4]2[CH:3]=[C:2]([F:1])[C:7]([CH:8]=[O:9])=[C:6]([F:10])[CH:5]=2)[CH:20]=[C:19]([CH3:21])[N:18]=1 |f:2.3,^1:31,33,52,71|. Procedure: To (3,5-difluoro-4-formylphenyl)boronic acid (5.0 g, 26.9 mmol) and 4-chloro-6-methyl-2-pyrimidinamine (3.86 g, 26.9 mmol) were added 1,4-dioxane (100 mL) and saturated aqueous NaHCO3 (40 mL). The mixture was degassed with nitrogen for 10 minutes. Pd(Ph3P)4 (1.0 g, 0.87 mmol) was added and the reaction mixture was stirred overnight at 100° C. The reaction mixture was cooled to room temperature, poured onto water and filtered. The solid was washed with water and EtOAc to provide a pale yellow sol...